From a dataset of the Open Reaction Database (ORD), a public repository of structured organic reaction records. describe an organic reaction: reactants, conditions, products, and yield Yield: 7.0%. Product: C(C)(=O)NCCC1=NC2=CC=CC=C2C(=N1)C(=O)N1CC2=CC=C(C(=C2CC1)O)C (2-[[2-(2-(acetamido)ethyl)quinazolin-4-yl]carbonyl]-5-hydroxy-6-methyl-1,2,3,4-tetrahydroisoquinoline). RXN SMILES: [C:1]([NH:4][CH2:5][CH2:6][C:7]1[N:16]=[C:15]([C:17]([OH:19])=O)[C:14]2[C:9](=[CH:10][CH:11]=[CH:12][CH:13]=2)[N:8]=1)(=[O:3])[CH3:2].Cl.[OH:21][C:22]1[C:31]([CH3:32])=[CH:30][CH:29]=[C:28]2[C:23]=1[CH2:24][CH2:25][NH:26][CH2:27]2>>[C:1]([NH:4][CH2:5][CH2:6][C:7]1[N:16]=[C:15]([C:17]([N:26]2[CH2:25][CH2:24][C:23]3[C:28](=[CH:29][CH:30]=[C:31]([CH3:32])[C:22]=3[OH:21])[CH2:27]2)=[O:19])[C:14]2[C:9](=[CH:10][CH:11]=[CH:12][CH:13]=2)[N:8]=1)(=[O:3])[CH3:2] |f:1.2|. Reactants: C(C)(=O)NCCC1=NC2=CC=CC=C2C(=N1)C(=O)O (2-(2-(acetamido)ethyl)quinazoline-4-carboxylic acid), Cl.OC1=C2CCNCC2=CC=C1C (5-hydroxy-6-methyl-1,2,3,4-tetrahydroisoquinoline hydrochloride). Procedure: Reaction of 2-(2-(acetamido)ethyl)quinazoline-4-carboxylic acid with 5-hydroxy-6-methyl-1,2,3,4-tetrahydroisoquinoline hydrochloride gave compound 78 (7% yield) as a white solid. 1H NMR (300 MHz, DMSO-d6) δ 1.74 and 1.76 (2s, 3H), 2.12 and 2.16 (2s, 3H), 2.62 and 2.88 (2t, 2H), 3.12-3.20 (m, 2H), 3.48 and 4.00 (2t, 2H), 3.54-3.64 (m, 2H), 4.35 and 4.88 (2s, 2H), 6.31 and 6.72 (2d, 1H), 6.80 and 6.98 (2d, 1H), 7.72-7.92 (m, 3H), 8.01-8.06 (m, 2H), 8.34 and 8.42 (2s, 1H); MS (ESI) m/z 405 ([M+H]+)...